Dataset: the Open Reaction Database (ORD), a public repository of structured organic reaction records. Task: describe an organic reaction: reactants, conditions, products, and yield Reaction SMILES: [CH3:1][N:2]1[CH2:15][CH2:14][C:5]2[NH:6][C:7]3[CH:8]=[CH:9][C:10]([CH3:13])=[CH:11][C:12]=3[C:4]=2[CH2:3]1.P([O-])([O-])([O-])=O.[K+].[K+].[K+].Br[CH:25]=[C:26]([C:28]1[CH:33]=[CH:32][C:31]([O:34][CH3:35])=[C:30]([F:36])[CH:29]=1)[CH3:27]>CN(C=O)C.[Cu]I>[F:36][C:30]1[CH:29]=[C:28](/[C:26](/[CH3:27])=[CH:25]/[N:6]2[C:7]3[CH:8]=[CH:9][C:10]([CH3:13])=[CH:11][C:12]=3[C:4]3[CH2:3][N:2]([CH3:1])[CH2:15][CH2:14][C:5]2=3)[CH:33]=[CH:32][C:31]=1[O:34][CH3:35] |f:1.2.3.4|. Reported procedure: 2,8-Dimethyl-2,3,4,5-tetrahydro-1H-pyrido[4,3-b]indole (68 mg, 0.34 mmol) was dissolved in DMF (3 mL). Copper (I) iodide (6.5 mg, 0.034 mmol) L-proline (7.8 mg, 0.068 mmol) and potassium phosphate (144 mg, 0.68 mmol) were added and the reaction mixture was stirred for min. at RT. 4-(1-Bromoprop-1-en-2-yl)-2-fluoro-1-methoxybenzene (100 mg, 0.408 mmol) was added dropwise and the reaction mixture was purged with nitrogen. The reaction mixture was heated overnight at 80° C. (prolonged heating in so... Reactants: P(=O)([O-])([O-])[O-].[K+].[K+].[K+] (potassium phosphate), CN1CC2=C(NC=3C=CC(=CC23)C)CC1 (2,8-Dimethyl-2,3,4,5-tetrahydro-1H-pyrido[4,3-b]indole), BrC=C(C)C1=CC(=C(C=C1)OC)F (4-(1-Bromoprop-1-en-2-yl)-2-fluoro-1-methoxybenzene). The reagents and catalysts are [Cu]I (Copper (I) iodide). Product: FC=1C=C(C=CC1OC)/C(=C/N1C2=C(C=3C=C(C=CC13)C)CN(CC2)C)/C ((E)-5-(2-(3-fluoro-4-methoxyphenyl)prop-1-enyl)-2,8-dimethyl-2,3,4,5-tetrahydro-1H-pyrido[4,3-b]indole). Conditions: temperature 80 celsius. Solvent: CN(C)C=O (DMF). Reactants: N1=CC=CC=C1 (pyridine), NC1=C2C(C(=CN(C2=C(C(=C1F)F)Cl)C1=NC(=C(C=C1F)F)N)C(=O)O)=O (5-amino-1-(6-amino-3,5-difluoropyridine-2-yl)-8-chloro-6,7-difluoro-4-oxo-1,4-dihydroquinoline-3-carboxylic acid), C(C)(=O)O.C(C)(=O)O.CNC1CNC1 (3-methylaminoazetidine diacetate), CN1CCCC1 (N-methylpyrrolidine). Run in C(C)OCC (diethylether). Run at temperature 100 celsius, time 10 minute. Product: NC1=C2C(C(=CN(C2=C(C(=C1F)N1CC(C1)NC)Cl)C1=NC(=C(C=C1F)F)N)C(=O)O)=O (5-amino-1-(6-amino-3,5-difluoropyridine-2-yl)-8-chloro-6-fluoro-7-(3-methylaminoazetidine-1-yl)-4-oxo-1,4-dihydroquinoline-3-carboxylic acid). Isolated yield 51.5%. Reaction SMILES: N1C=CC=CC=1.[NH2:7][C:8]1[C:17]([F:18])=[C:16](F)[C:15]([Cl:20])=[C:14]2[C:9]=1[C:10](=[O:33])[C:11]([C:30]([OH:32])=[O:31])=[CH:12][N:13]2[C:21]1[C:26]([F:27])=[CH:25][C:24]([F:28])=[C:23]([NH2:29])[N:22]=1.C(O)(=O)C.C(O)(=O)C.[CH3:42][NH:43][CH:44]1[CH2:47][NH:46][CH2:45]1.CN1CCCC1>C(OCC)C>[NH2:7][C:8]1[C:17]([F:18])=[C:16]([N:46]2[CH2:47][CH:44]([NH:43][CH3:42])[CH2:45]2)[C:15]([Cl:20])=[C:14]2[C:9]=1[C:10](=[O:33])[C:11]([C:30]([OH:32])=[O:31])=[CH:12][N:13]2[C:21]1[C:26]([F:27])=[CH:25][C:24]([F:28])=[C:23]([NH2:29])[N:22]=1 |f:2.3.4|. Reported procedure: To 300 mg of pyridine were added 120 mg of 5-amino-1-(6-amino-3,5-difluoropyridine-2-yl)-8-chloro-6,7-difluoro-4-oxo-1,4-dihydroquinoline-3-carboxylic acid, 80 mg of 3-methylaminoazetidine diacetate, and 250 mg of N-methylpyrrolidine, and the mixture was stirred at 100° C. for 10 minutes. After adding 5 ml of diethylether, the mixture was stirred and allowed to cool for 1 hour, and decanted. 2 ml of ethanol was added and the mixture was stirred. The precipitate was collected by filtration and wa... The reactants are CCCOC(Cc1ccc(O)cc1)C(=O)OCC, BrCCCOc1ccc(Oc2ccccc2)cc1. The product is CCCOC(Cc1ccc(OCCCOc2ccc(Oc3ccccc3)cc2)cc1)C(=O)OCC. RXN SMILES: [CH2:1]([CH3:2])[O:3][C:4]([CH:5]([CH2:6][c:7]1[cH:8][cH:9][c:10]([OH:13])[cH:11][cH:12]1)[O:14][CH2:15][CH2:16][CH3:17])=[O:18].[O:19]([c:20]1[cH:21][cH:22][cH:23][cH:24][cH:25]1)[c:26]1[cH:27][cH:28][c:29]([O:30][CH2:31][CH2:32][CH2:33][Br:34])[cH:35][cH:36]1>>[CH2:1]([CH3:2])[O:3][C:4]([CH:5]([CH2:6][c:7]1[cH:8][cH:9][c:10]([O:13][CH2:33][CH2:32][CH2:31][O:30][c:29]2[cH:28][cH:27][c:26]([O:19][c:20]3[cH:21][cH:22][cH:23][cH:24][cH:25]3)[cH:36][cH:35]2)[cH:11][cH:12]1)[O:14][CH2:15][CH2:16][CH3:17])=[O:18]. Starting materials: COC1=C(C=CC=C1)C=1C=C2C(=CC(NC2=CC1)(C)C)CSC1=CC2=CC=CC=C2C=C1 (6-(2-Methoxyphenyl)-2,2-dimethyl-4-(naphthalen-2-ylsulfanylmethyl)-1,2-dihydroquinoline), BrCC1=CC(NC2=CC=C(C=C12)C1=C(C=CC=C1)OC)(C)C (4-bromomethyl-6-(2-methoxyphenyl)-2,2-dimethyl-1,2-dihydroquinoline), C([O-])([O-])=O.[K+].[K+] (potassium carbonate), C1=C(C=CC2=CC=CC=C12)S (2-naphthalenethiol). The product is COC1=C(C=CC=C1)C=1C=C2C(=CC(NC2=CC1)(C)C)CNC1=CC=CC=C1 ([6-(2-methoxyphenyl)-2,2-dimethyl-1,2-dihydroquinolin-4-ylmethyl]phenylamine). As a reaction SMILES: [CH3:1][O:2][C:3]1[CH:8]=[CH:7][CH:6]=[CH:5][C:4]=1[C:9]1[CH:10]=[C:11]2[C:16](=[CH:17][CH:18]=1)[NH:15][C:14]([CH3:20])([CH3:19])[CH:13]=[C:12]2[CH2:21]SC1C=CC2C(=CC=CC=2)C=1.BrCC1[C:44]2[C:39](=[CH:40][CH:41]=[C:42](C3C=CC=CC=3OC)[CH:43]=2)[NH:38]C(C)(C)C=1.C(=O)([O-])[O-].[K+].[K+].C1C2C(=CC=CC=2)C=CC=1S>>[CH3:1][O:2][C:3]1[CH:8]=[CH:7][CH:6]=[CH:5][C:4]=1[C:9]1[CH:10]=[C:11]2[C:16](=[CH:17][CH:18]=1)[NH:15][C:14]([CH3:20])([CH3:19])[CH:13]=[C:12]2[CH2:21][NH:38][C:39]1[CH:44]=[CH:43][CH:42]=[CH:41][CH:40]=1 |f:2.3.4|. Procedure: 6-(2-Methoxyphenyl)-2,2-dimethyl-4-(naphthalen-2-ylsulfanylmethyl)-1,2-dihydroquinoline 100 mg of 4-bromomethyl-6-(2-methoxyphenyl)-2,2-dimethyl-1,2-dihydroquinoline, 80 mg of potassium carbonate, and 42 mg of 2-naphthalenethiol reacted to give 8 mg of the title compound as an oil. Starting materials: IC1=CC=CC=C1 (iodobenzene), C(C)OC(=O)C1=C(SC=C1C#C)N (2-Amino-4-ethynyl-thiophene-3-carboxylic acid ethyl ester), C(C)(C)NC(C)C (diisopropylamine). Reagents/catalysts: [Cu](I)I (copper iodide), Cl[Pd]([P](C1=CC=CC=C1)(C2=CC=CC=C2)C3=CC=CC=C3)([P](C4=CC=CC=C4)(C5=CC=CC=C5)C6=CC=CC=C6)Cl (dichlorobis(triphenylphosphine)palladium(II)). The solvent is CC#N (CH3CN). Reaction conditions: time 30 minute. The product is C(C)OC(=O)C1=C(SC=C1C#CC1=CC=CC=C1)N (2-amino-4-phenylethynyl-thiophene-3-carboxylic acid ethyl ester). Isolated yield 77.5%. As a reaction SMILES: [CH2:1]([O:3][C:4]([C:6]1[C:10]([C:11]#[CH:12])=[CH:9][S:8][C:7]=1[NH2:13])=[O:5])[CH3:2].I[C:15]1[CH:20]=[CH:19][CH:18]=[CH:17][CH:16]=1.C(NC(C)C)(C)C>CC#N.[Cu](I)I.Cl[Pd](Cl)([P](C1C=CC=CC=1)(C1C=CC=CC=1)C1C=CC=CC=1)[P](C1C=CC=CC=1)(C1C=CC=CC=1)C1C=CC=CC=1>[CH2:1]([O:3][C:4]([C:6]1[C:10]([C:11]#[C:12][C:15]2[CH:20]=[CH:19][CH:18]=[CH:17][CH:16]=2)=[CH:9][S:8][C:7]=1[NH2:13])=[O:5])[CH3:2] |^1:36,55|. Procedure details: 2-Amino-4-ethynyl-thiophene-3-carboxylic acid ethyl ester (0.075 g, 0.385 mmol) was dissolved in anhydrous CH3CN (2.0 mL). This was treated with iodobenzene (0.129 mL, 1.15 mmol) followed by diisopropylamine (0.272 mL, 1.92 mmol). The solution was then degassed and treated with copper iodide (0.0018 g, 0.010 mmol) and dichlorobis(triphenylphosphine)palladium(II) (0.014 g, 0.019 mmol). The reaction was then stirred at room temperature for 30 min. The reaction was concentrated in vacuo. The crude ... Reactants: C1CCNCC1, Cn1c(Cl)cc(-c2ccccc2)[n+]1C, CCO, COS(=O)(=O)[O-]. The product is Cn1c(-c2ccccc2)cc(N2CCCCC2)[n+]1C, COS(=O)(=O)[O-]. RXN SMILES: [CH2:1]1[CH2:2][CH2:3][NH:4][CH2:5][CH2:6]1.[CH3:13][n+:14]1[n:15]([CH3:26])[c:16]([Cl:25])[cH:17][c:18]1-[c:19]1[cH:20][cH:21][cH:22][cH:23][cH:24]1.[CH3:27][CH2:28][OH:29].[S:7](=[O:8])(=[O:9])([O:10][CH3:11])[O-:12]>>[CH2:1]1[CH2:2][CH2:3][N:4]([c:16]2[n+:15]([CH3:26])[n:14]([CH3:13])[c:18](-[c:19]3[cH:20][cH:21][cH:22][cH:23][cH:24]3)[cH:17]2)[CH2:5][CH2:6]1.[S:7](=[O:8])(=[O:9])([O:10][CH3:11])[O-:12]. Reactants: O=C(n1ccnc1)n1ccnc1, C1CCNCC1, O=C(O)Cn1c(-c2cccc(Cl)c2)nc2cccnc21, C1CCOC1. The product is O=C(Cn1c(-c2cccc(Cl)c2)nc2cccnc21)N1CCCCC1. Reaction SMILES: [C:21]([n:22]1[cH:23][cH:24][n:25][cH:26]1)([n:27]1[cH:28][cH:29][n:30][cH:31]1)=[O:32].[CH2:33]1[CH2:34][CH2:35][NH:36][CH2:37][CH2:38]1.[Cl:1][c:2]1[cH:3][c:4](-[c:8]2[n:9][c:10]3[c:11]([n:12][cH:13][cH:14][cH:15]3)[n:16]2[CH2:17][C:18](=[O:19])[OH:20])[cH:5][cH:6][cH:7]1.[O:39]1[CH2:40][CH2:41][CH2:42][CH2:43]1>>[Cl:1][c:2]1[cH:3][c:4](-[c:8]2[n:9][c:10]3[c:11]([n:12][cH:13][cH:14][cH:15]3)[n:16]2[CH2:17][C:18](=[O:20])[N:36]2[CH2:35][CH2:34][CH2:33][CH2:38][CH2:37]2)[cH:5][cH:6][cH:7]1. Reactants: CC(C)(C)c1nc(Cl)cc(C2CC2)n1, C1CNCCN1, CCO. The product is CC(C)(C)c1nc(C2CC2)cc(N2CCNCC2)n1. Reaction SMILES: [C:7]([CH3:8])([CH3:9])([CH3:10])[c:11]1[n:12][c:13]([CH:18]2[CH2:19][CH2:20]2)[cH:14][c:15]([Cl:17])[n:16]1.[CH2:1]1[CH2:2][NH:3][CH2:4][CH2:5][NH:6]1.[CH3:21][CH2:22][OH:23]>>[CH2:1]1[CH2:2][N:3]([c:15]2[cH:14][c:13]([CH:18]3[CH2:19][CH2:20]3)[n:12][c:11]([C:7]([CH3:8])([CH3:9])[CH3:10])[n:16]2)[CH2:4][CH2:5][NH:6]1. Procedure: 2-(4-Methylthiophenoxy)terephthalic acid, m.p. 294°-296° from methanol, from 4-(methylthio)phenol. The reactants are CC1=CC=C(SC2=C(C(=O)O)C=CC(=C2)C(=O)O)C=C1 (2-(4-Methylthiophenoxy)terephthalic acid), CSC1=CC=C(C=C1)O (4-(methylthio)phenol), CO (methanol). RXN SMILES: CC1C=CC(S[C:7]2[CH:15]=[C:14]([C:16]([OH:18])=[O:17])[CH:13]=[CH:12][C:8]=2[C:9]([OH:11])=[O:10])=CC=1.CS[C:23]1[CH:28]=[CH:27][C:26]([OH:29])=[CH:25][CH:24]=1.[CH3:30][OH:31]>>[CH3:30][O:31][C:23]1[CH:28]=[CH:27][C:26]([O:29][C:7]2[CH:15]=[C:14]([C:16]([OH:18])=[O:17])[CH:13]=[CH:12][C:8]=2[C:9]([OH:11])=[O:10])=[CH:25][CH:24]=1. Product: COC1=CC=C(OC2=C(C(=O)O)C=CC(=C2)C(=O)O)C=C1 (2-(4-Methoxyphenoxy)terephthalic acid). Reactants: CC(=O)OI1(C=2C=CC=CC2C(=O)O1)(OC(=O)C)OC(=O)C (Dess-Martin reagent), O1C(=NC2=C1C=CC=C2)C(=O)[C@H](CCC)NC(C(CS(=O)(=O)CC2=C(C=CC=C2)C(F)(F)F)CS(=O)(=O)CC2=C(C=CC=C2)C(F)(F)F)=O (N-[(S)-1-(1-Benzooxazol-2-yl-methanoyl)-butyl]-3-(2-trifluoromethyl-benzylsulfonyl)-2-(2-trifluoromethyl-benzylsulfonylmethyl)-propionamide), CCN(C(C)C)C(C)C (DIEA), C1(CCCCC1)N=C=N (N-Cyclohexylcarbodiimide), N′-methyl polystyrene resin, triamine, N1(CCOCC1)C(CC(C(=O)O)=C)=O (2-(2-morpholin-4-yl-2-oxo-ethyl)-acrylic acid), C=1C=CC2=C(C1)N=NN2O (HOBT). The solvent is C(Cl)Cl (methylene chloride). Reaction conditions: time 15 minute. The product is C(C)OC(C(C(=O)O)(CCCC1=CC=CC=C1)CC(=O)N1CCOCC1)=O (2-(2-Morpholin-4-yl-2-oxo-ethyl)-2-(3-phenyl-propyl)-malonic acid monoethyl ester). RXN SMILES: [CH:1]1(N=C=N)[CH2:6][CH2:5][CH2:4][CH2:3][CH2:2]1.N1(C(=O)CC(=C)[C:19]([OH:21])=[O:20])CCOCC1.C1C=CC2N([OH:33])N=NC=2C=1.O1C2C=CC=CC=2N=C1[C:43]([C@@H:45]([NH:49][C:50](=O)[CH:51](CS(CC1C=CC=CC=1C(F)(F)F)(=O)=O)CS(CC1C=CC=CC=1C(F)(F)F)(=O)=O)CCC)=[O:44].CCN([CH:89]([CH3:91])C)C(C)C.CC(OI1(OC(C)=O)(OC(C)=O)[O:105][C:103](=[O:104])[C:102]2[CH:101]=[CH:100][CH:99]=[CH:98][C:97]1=2)=O>C(Cl)Cl>[CH2:89]([O:21][C:19](=[O:20])[C:102]([CH2:97][C:98]([N:49]1[CH2:45][CH2:43][O:44][CH2:51][CH2:50]1)=[O:33])([CH2:101][CH2:100][CH2:99][C:1]1[CH:2]=[CH:3][CH:4]=[CH:5][CH:6]=1)[C:103]([OH:105])=[O:104])[CH3:91]. Procedure details: To a stirring suspension of N-Cyclohexylcarbodiimide, N′-methyl polystyrene resin (1.7 mmole/gram, 0.3529 g, 0.6 mmol) in 10 ml of methylene chloride was added the acid 1 (98.2 mg, 0.3 mmol) and HOBT (69 mg, 0.51 mmol) which was allowed to stir for 15 minutes at room temperature. Compound 2 (80.6 mg, 0.3 mmol) and DIEA (0.1 ml, 0.5 mmol) were added and the reaction was allowed to stir for 5 hours at room temperature. Then silicycle triamine™ (0.42 g, 1.5 mmol) was added and the reaction was stir...